From a dataset of the Open Reaction Database (ORD), a public repository of structured organic reaction records. describe an organic reaction: reactants, conditions, products, and yield Starting materials: C(#N)C1=CC2=C(OC3=C([C@@H]4N2CCC[C@H]4NC(C)=O)C(=CC=C3)F)C=C1F ((−)-(cis)-N-(7-cyano-8,14-difluoro-1,3,4,14b-tetrahydro-2H-dibenzo[b,f]pyrido[1,2-d][1,4]oxazepin-1-yl)acetamide), C1CC(=O)N(C1=O)Cl (NCS). Product: ClC1=C(C(=CC=2OC3=C([C@@H]4N(C21)CCC[C@H]4NC(C)=O)C(=CC=C3)F)F)C#N ((−)-(cis)-N-(6-chloro-7-cyano-8,14-difluoro-1,3,4,14b-tetrahydro-2H-dibenzo [b,f]pyrido[1,2-d][1,4]oxazepin-1-yl)acetamide). The yield is 62.7%. Reaction SMILES: [C:1]([C:3]1[C:26]([F:27])=[CH:25][C:6]2[O:7][C:8]3[CH:23]=[CH:22][CH:21]=[C:20]([F:24])[C:9]=3[C@H:10]3[C@H:15]([NH:16][C:17](=[O:19])[CH3:18])[CH2:14][CH2:13][CH2:12][N:11]3[C:5]=2[CH:4]=1)#[N:2].C1C(=O)N([Cl:35])C(=O)C1>>[Cl:35][C:4]1[C:5]2[N:11]3[CH2:12][CH2:13][CH2:14][C@@H:15]([NH:16][C:17](=[O:19])[CH3:18])[C@@H:10]3[C:9]3[C:20]([F:24])=[CH:21][CH:22]=[CH:23][C:8]=3[O:7][C:6]=2[CH:25]=[C:26]([F:27])[C:3]=1[C:1]#[N:2]. Procedure: Preparation analogous to Example 3 from (−)-(cis)-N-(7-cyano-8,14-difluoro-1,3,4,14b-tetrahydro-2H-dibenzo[b,f]pyrido[1,2-d][1,4]oxazepin-1-yl)acetamide (0.277 g, 0.75 mmol) and NCS (0.10 g, 0.75 mmol). The crude compound was purified by HPLC to give the title compound (0.19 g, 62%). 1H-NMR (600 MHz, DMSO) 1.46-1.57 (m, 4H), 1.64 (m, 1H), 1.72 (m, 1H), 1.92 (m, 1H), 3.27 (m, 1H), 3.53 ( m, 1H), 4.31 (d, J=11.6, 1H), 4.38 (m, 1H), 7.05 (m, 1H), 7.11 (d, J=8.7, 1H), 7.33 (m, 1H), 7.64 (d, J=9.8, 1... Run at time 20 minute. The solvent is CO (methanol). Reported procedure: To 3 ml of methanol was added 0.215 g of 2,11-dihydro-3H-s-triazolo[3,4-b][3]benzazepine-3-thione and, under stirring, 0.6 ml of 2N-sodium methoxide/methanol was added. Then, 0.07 ml of methyl iodide was added dropwise. After 20 minutes, the reaction mixture was extracted with ethyl acetate. The ethyl acetate layer was washed with water and dried over Na2SO4. The solvent was then evaporated off and the residue was treated with ether. In this manner, 3-methylthio-11H-s-triazolo[3,4-b][3]benzazepi... RXN SMILES: [N:1]1[NH:2][C:3](=[S:15])[N:4]2[CH:10]=[CH:9][C:8]3[CH:11]=[CH:12][CH:13]=[CH:14][C:7]=3[CH2:6][C:5]=12.[CH3:16][O-].[Na+].CO.CI>CO>[CH3:16][S:15][C:3]1[N:4]2[C:5]([CH2:6][C:7]3[CH:14]=[CH:13][CH:12]=[CH:11][C:8]=3[CH:9]=[CH:10]2)=[N:1][N:2]=1 |f:1.2.3|. The product is CSC1=NN=C2CC3=C(C=CN21)C=CC=C3 (3-methylthio-11H-s-triazolo[3,4-b][3]benzazepine). The reactants are N=1NC(N2C1CC1=C(C=C2)C=CC=C1)=S (2,11-dihydro-3H-s-triazolo[3,4-b][3]benzazepine-3-thione), C[O-].[Na+].CO (sodium methoxide methanol), CI (methyl iodide). Reactants: CC(C)(C)OC(=O)NCCCCc1ccc(OCC#N)cc1, ClCCl, O=C(O)C(F)(F)F. Yields the product N#CCOc1ccc(CCCCN)cc1. As a reaction SMILES: [C:1]([O:2][C:3](=[O:4])[NH:7][CH2:8][CH2:9][CH2:10][CH2:11][c:12]1[cH:13][cH:14][c:15]([O:18][CH2:19][C:20]#[N:21])[cH:16][cH:17]1)([CH3:5])([CH3:6])[CH3:22].[Cl:30][CH2:31][Cl:32].[OH:23][C:24]([C:25]([F:26])([F:27])[F:28])=[O:29]>>[NH2:7][CH2:8][CH2:9][CH2:10][CH2:11][c:12]1[cH:13][cH:14][c:15]([O:18][CH2:19][C:20]#[N:21])[cH:16][cH:17]1. Starting materials: FC1=CC=C(C=C1)C1=NOC(=C1C=1N=CN(C1)C1=CC=C(C=C1)C(F)(F)F)COC (3-(4-fluoro-phenyl)-5-methoxymethyl-4-[1-(4-trifluoromethyl-phenyl)-1H-imidazol-4-yl]-isoxazole), FC1=CC=C(C=C1)C1=NOC(=C1C=1N=CN(C1)C1=CC=C(C=C1)C(C)=O)COC (1-(4-{4-[3-(4-fluoro-phenyl)-5-methoxymethyl-isoxazol-4-yl]-imidazol-1-yl}-phenyl)-ethanone). The product is FC1=CC=C(C=C1)C1=NOC(=C1C=1N=CN(C1)C1=CC=C(C=C1)C(F)(F)F)CO ({3-(4-Fluoro-phenyl)-4-[1-(4-trifluoromethyl-phenyl)-1H-imidazol-4-yl]-isoxazol-5-yl}-methanol). The yield is 100.9%. RXN SMILES: [F:1][C:2]1[CH:7]=[CH:6][C:5]([C:8]2[C:12]([C:13]3[N:14]=[CH:15][N:16]([C:18]4[CH:23]=[CH:22][C:21]([C:24]([F:27])([F:26])[F:25])=[CH:20][CH:19]=4)[CH:17]=3)=[C:11]([CH2:28][O:29]C)[O:10][N:9]=2)=[CH:4][CH:3]=1.FC1C=CC(C2C(C3N=CN(C4C=CC(C(=O)C)=CC=4)C=3)=C(COC)ON=2)=CC=1>>[F:1][C:2]1[CH:7]=[CH:6][C:5]([C:8]2[C:12]([C:13]3[N:14]=[CH:15][N:16]([C:18]4[CH:23]=[CH:22][C:21]([C:24]([F:25])([F:26])[F:27])=[CH:20][CH:19]=4)[CH:17]=3)=[C:11]([CH2:28][OH:29])[O:10][N:9]=2)=[CH:4][CH:3]=1. Reported procedure: As described for Example 140, 3-(4-fluoro-phenyl)-5-methoxymethyl-4-[1-(4-trifluoromethyl-phenyl)-1H-imidazol-4-yl]-isoxazole (417 mg, 1.13 mmol), instead of 1-(4-{4-[3-(4-fluoro-phenyl)-5-methoxymethyl-isoxazol-4-yl]-imidazol-1-yl}-phenyl)-ethanone, was converted to the title compound (460 mg, 95%) which was obtained as yellow solid. MS: m/e=403.9 [M+H]+. The reactants are 50-L, [OH-].[Na+] (sodium hydroxide), BrCC(=O)C1=C(SC(=C1)Cl)S(=O)(=O)N (3-bromoacetyl-5-chloro-2-thiophenesulfonamide), B([C@H]1CC2CC([C@@H]1C)C2(C)C)([C@H]3CC4CC([C@@H]3C)C4(C)C)Cl ((+)-β-chlorodiisopinocampheylborane), solution. The solvent is COC(C)(C)C (t-butyl methyl ether), COC(C)(C)C (t-butyl methyl ether). Run at temperature -40 celsius, time 2 hour. The product is C1C(C2=C(SC(=C2)Cl)S(=O)(=O)N1)O ((S) -3,4-Dihydro-6-chloro-4-hydroxy-4H-thieno[3,2-e]-1,2-thiazine-1,1-dioxide). RXN SMILES: Br[CH2:2][C:3]([C:5]1[CH:9]=[C:8]([Cl:10])[S:7][C:6]=1[S:11]([NH2:14])(=[O:13])=[O:12])=[O:4].B(Cl)([C@@H]1[C@@H](C)C2C(C)(C)C(C2)C1)[C@@H]1[C@@H](C)C2C(C)(C)C(C2)C1.[OH-].[Na+]>COC(C)(C)C>[CH2:2]1[NH:14][S:11](=[O:13])(=[O:12])[C:6]2[S:7][C:8]([Cl:10])=[CH:9][C:5]=2[CH:3]1[OH:4] |f:2.3|. Procedure details: A 50-L, 5-necked flask equipped with a mechanical stirrer and a thermometer was flushed with nitrogen overnight. Working under nitrogen, the flask was charged with 3-bromoacetyl-5-chloro-2-thiophenesulfonamide (4, 855 g, 2.68 mol) and t-butyl methyl ether (12.5 L). The stirred suspension was cooled to -40° C. using a dry-ice/2-propanol bath and (+)-β-chlorodiisopinocampheylborane (4.5 L of a 1.2M solution in t-butyl methyl ether, 5.4 mol, 2 eq) was added via a cannula over 30 minutes, causing th... Starting materials: C1(=CC=C(C=C1)S(=O)(=O)Cl)C (p-Toluenesulfonyl chloride), O=C1OCC(N1)CO (2-oxo-1,3-oxazolidin-4-methanol), C1(=CC=C(C=C1)S(=O)(=O)Cl)C (p-toluenesulfonyl chloride). Reagents/catalysts: CN(C1=CC=NC=C1)C (4-dimethylaminopyridine). Run in C(Cl)Cl (methylene chloride). Reaction conditions: temperature 25 celsius, time 1 hour. The product is C1(=CC=C(C=C1)S(=O)(=O)OCC1NC(OC1)=O)C ((1,3-Oxazolidin-2-on-4-yl)methyl p-Toluenesulfonate). The yield is 84.8%. As a reaction SMILES: [C:1]1([CH3:11])[CH:6]=[CH:5][C:4]([S:7](Cl)(=[O:9])=[O:8])=[CH:3][CH:2]=1.[O:12]=[C:13]1[NH:17][CH:16]([CH2:18][OH:19])[CH2:15][O:14]1>CN(C)C1C=CN=CC=1.C(Cl)Cl>[C:1]1([CH3:11])[CH:6]=[CH:5][C:4]([S:7]([O:19][CH2:18][CH:16]2[CH2:15][O:14][C:13](=[O:12])[NH:17]2)(=[O:9])=[O:8])=[CH:3][CH:2]=1. Procedure details: p-Toluenesulfonyl chloride (1.01 g, 0.0053 mole) was added to a stirred solution of 2-oxo-1,3-oxazolidin-4-methanol (0.619 g, 0.0053 mole) and 4-dimethylaminopyridine (1.30 g, 0.0106 mole) in 60 ml. methylene chloride at 0° C. under an atmosphere of nitrogen. After 1 hour at 0° C., 0.121 g. more p-toluenesulfonyl chloride was added and the reaction mixture was stirred at 0° C. for 30 min. and at 25° C. for 1 hour. The reaction solution was then washed with two 50 ml. portions of 1N aqueous hydro... Reactants: [OH-].[Na+] (sodium hydroxide), C(=O)(OC)C1=CC(=C(OC(C(=O)OCC)C2=CC3=C(C=C2)OCO3)C=C1)CCC (ethyl α-(4-carbomethoxy-2-n-propylphenoxy)-3,4-methylenedioxyphenylacetate), C(Cl)Cl.CO.[NH4+].[OH-] (CH2Cl2 MeOH NH4OH). The solvent is CO (methanol). Product: C(=O)(OC)C1=CC(=C(OC(C(=O)O)C2=CC3=C(C=C2)OCO3)C=C1)CCC (α-(4-carbomethoxy-2-n-propylphenoxy)-3,4-methylenedioxyphenylacetic acid). Yield: 96.4%. Reaction SMILES: [C:1]([C:5]1[CH:26]=[CH:25][C:8]([O:9][CH:10]([C:16]2[CH:21]=[CH:20][C:19]3[O:22][CH2:23][O:24][C:18]=3[CH:17]=2)[C:11]([O:13]CC)=[O:12])=[C:7]([CH2:27][CH2:28][CH3:29])[CH:6]=1)([O:3][CH3:4])=[O:2].[OH-].[Na+].C(Cl)Cl.CO.[NH4+].[OH-]>CO>[C:1]([C:5]1[CH:26]=[CH:25][C:8]([O:9][CH:10]([C:16]2[CH:21]=[CH:20][C:19]3[O:22][CH2:23][O:24][C:18]=3[CH:17]=2)[C:11]([OH:13])=[O:12])=[C:7]([CH2:27][CH2:28][CH3:29])[CH:6]=1)([O:3][CH3:4])=[O:2] |f:1.2,3.4.5.6|. Reported procedure: To a nitrogen flushed 5 L 3 neck round bottom flask equipped with a mechanical stirrer, a dropping funnel, and a nitrogen inlet was charged with 697.3 g (1.68 mol) of the crude product of Step A and 2 L of methanol. 500 mL of 5.0N (1.5 eq) aqueous sodium hydroxide was added over a 20 minute period via an addition funnel. The reaction mixture was stirred at room temperature for an additional 1 hr at which point TLC analysis (CH2Cl2 -MeOH-NH4OH 90:10:1) indicated that the starting material had bee... The reactants are CCOC(=O)C(C)Oc1ccc(OC(C)=O)cc1, CCO, Cl. The product is CCOC(=O)C(C)Oc1ccc(O)cc1. As a reaction SMILES: [C:1](=[O:2])([CH3:3])[O:4][c:5]1[cH:6][cH:7][c:8]([O:9][CH:10]([C:11](=[O:12])[O:13][CH2:14][CH3:15])[CH3:16])[cH:17][cH:18]1.[CH3:20][CH2:21][OH:22].[ClH:19]>>[OH:4][c:5]1[cH:6][cH:7][c:8]([O:9][CH:10]([C:11](=[O:12])[O:13][CH2:14][CH3:15])[CH3:16])[cH:17][cH:18]1.